This data is from the Open Reaction Database (ORD), a public repository of structured organic reaction records. The task is: describe an organic reaction: reactants, conditions, products, and yield Reaction SMILES: [Cl:1][c:2]1[c:3]([C:16](=[O:17])[NH2:18])[cH:4][n:5][c:6]2[cH:7][c:8]([O:14][CH3:15])[c:9]([O:12][CH3:13])[cH:10][c:11]12.[NH2:19][CH:20]1[CH2:21][CH2:22][c:23]2[cH:24][cH:25][cH:26][cH:27][c:28]21.[O:29]=[CH:30][N:31]([CH3:32])[CH3:33]>>[c:2]1([NH:19][CH:20]2[CH2:21][CH2:22][c:23]3[cH:24][cH:25][cH:26][cH:27][c:28]32)[c:3]([C:16](=[O:17])[NH2:18])[cH:4][n:5][c:6]2[cH:7][c:8]([O:14][CH3:15])[c:9]([O:12][CH3:13])[cH:10][c:11]12. The product is COc1cc2ncc(C(N)=O)c(NC3CCc4ccccc43)c2cc1OC. Starting materials: COc1cc2ncc(C(N)=O)c(Cl)c2cc1OC, NC1CCc2ccccc21, CN(C)C=O.